From a dataset of the Open Reaction Database (ORD), a public repository of structured organic reaction records. describe an organic reaction: reactants, conditions, products, and yield Reactants: O (water), FC1=C(C(=CC=C1F)F)CC#N (2-(2,3,6-Trifluorophenyl)acetonitrile), C(C)OCC (diethyl ether), S(O)(O)(=O)=O (sulfuric acid). Solvent: C(C)O (ethanol). Run at temperature 125 celsius. The product is FC1=C(C(=CC=C1F)F)CC(=O)OCC (ethyl 2-(2,3,6-trifluorophenyl)acetate). As a reaction SMILES: [F:1][C:2]1[C:7]([F:8])=[CH:6][CH:5]=[C:4]([F:9])[C:3]=1[CH2:10][C:11]#N.S(=O)(=O)(O)O.[CH2:18]([O:20]CC)[CH3:19].[OH2:23]>C(O)C>[F:1][C:2]1[C:7]([F:8])=[CH:6][CH:5]=[C:4]([F:9])[C:3]=1[CH2:10][C:11]([O:20][CH2:18][CH3:19])=[O:23]. Reported procedure: 2-(2,3,6-Trifluorophenyl)acetonitrile (13.3 g) is dissolved in ethanol (20 ml), and thereto is carefully added conc. sulfuric acid (8.5 ml), and the mixture is refluxed at 125° C. for 7 hours. After cooling, the reaction mixture is fractionated with diethyl ether and water. The ether layer is washed with aqueous saturated sodium chdloride and dried over magnesium sulfate and then concentrated under reduced pressure to give ethyl 2-(2,3,6-trifluorophenyl)acetate (16.3 g), as colorless oil. The reactants are [N+](=O)(O)[O-] (nitric acid), ClC=1C=NC(=NC1)OC=1C=C(C=CC1)O (3-(5-chloro-2-pyrimidyloxy)phenol), O (water), C(Cl)(Cl)Cl (chloroform). The solvent is C(C)OCC (diethyl ether). The product is [N+](=O)([O-])C1=C(C=C(C=C1)OC1=NC=C(C=N1)Cl)O (2-nitro-5-(5-chloro-2-pyrimidyloxy)-phenol). The yield is 49.2%. RXN SMILES: [N+:1]([O-:4])(O)=[O:2].[Cl:5][C:6]1[CH:7]=[N:8][C:9]([O:12][C:13]2[CH:14]=[C:15]([OH:19])[CH:16]=[CH:17][CH:18]=2)=[N:10][CH:11]=1.O.C(Cl)(Cl)Cl>C(OCC)C>[N+:1]([C:16]1[CH:17]=[CH:18][C:13]([O:12][C:9]2[N:10]=[CH:11][C:6]([Cl:5])=[CH:7][N:8]=2)=[CH:14][C:15]=1[OH:19])([O-:4])=[O:2]. Procedure: Fuming nitric acid (1.3 g) was added slowly to a stirred suspension of 3-(5-chloro-2-pyrimidyloxy)phenol (2.2 g) in diethyl ether (20 ml) at 20° C. The temperature rose to 30° C. and the resultant orange solution was allowed to stand for 48 hr before the addition of water and extraction with chloroform (100 ml). The chloroform extracts were dried and evaporated to give a pale yellow crystalline solid (1.3 g). Chromatography on a column of silica gel (80 g) with chloroform elution gave the title ... RXN SMILES: C1(C)C=CC(C2C=CC=CN=2)=CC=1.O.C1(S(O)(=O)=O)C=CC=CC=1.[Br:25]Br.[Br:27][CH2:28][C:29]1[CH:34]=[CH:33][C:32]([C:35]2[CH:40]=[CH:39][CH:38]=[CH:37][N:36]=2)=[CH:31][CH:30]=1>ClC1C=CC=CC=1.O>[Br:27][CH:28]([Br:25])[C:29]1[CH:30]=[CH:31][C:32]([C:35]2[CH:40]=[CH:39][CH:38]=[CH:37][N:36]=2)=[CH:33][CH:34]=1 |f:1.2|. Yield: 68.9%. Product: BrC(C1=CC=C(C=C1)C1=NC=CC=C1)Br (2-(4-dibromomethylphenyl)pyridine). Procedure details: In a 300 ml four neck flask equipped with a water separator were placed 2-(4-tolyl)pyridine (20.0 g, 0.118 mol), chlorobenzene (100 ml) and benzenesulfonic acid monohydrate (20.82 g, 0.118 mol), and the mixture was heated. At around 90° C., water was azeotropically distilled into the water separator. The mixture was further heated while distilling water until the temperature of the distillate reached 131° C. Bromine (26.4 g, 0.165 mol) was added dropwise to this reaction mass at 120-130° C. over... Starting materials: C1(=CC=C(C=C1)C1=NC=CC=C1)C (2-(4-tolyl)pyridine), BrBr (Bromine), BrCC1=CC=C(C=C1)C1=NC=CC=C1 (2-(4-bromomethylphenyl)pyridine), four, O.C1(=CC=CC=C1)S(=O)(=O)O (benzenesulfonic acid monohydrate). Solvent: O (water), ClC1=CC=CC=C1 (chlorobenzene). Starting materials: C([O-])([O-])=O.[Cs+].[Cs+] (cesium carbonate), C(C)(C)OC1=NC(=CN=C1)B1OC(C(O1)(C)C)(C)C (2-isopropoxy-6-(4,4,5,5-tetramethyl-1,3,2-dioxaborolan-2-yl)pyrazine), BrC=1C=C2C(=NN(C2=CC1)C1OCCCC1)C1=CN=CC(=N1)N1CCC(CC1)NC(OC(C)(C)C)=O (tert-butyl 1-(6-(5-bromo-1-(tetrahydro-2H-pyran-2-yl)-1H-indazol-3-yl)pyrazin-2-yl)piperidin-4-ylcarbamate), BrC=1C=C2C(=NN(C2=CC1)C1OCCCC1)C1=CN=CC(=N1)N1CCC(CC1)NC(OC(C)(C)C)=O (tert-butyl 1-(6-(5-bromo-1-(tetrahydro-2H-pyran-2-yl)-1H-indazol-3-yl)pyrazin-2-yl)piperidin-4-ylcarbamate). The reagents and catalysts are [Cu]I (CuI), C1(=CC=CC=C1)P([C-]1C=CC=C1)C1=CC=CC=C1.[C-]1(C=CC=C1)P(C1=CC=CC=C1)C1=CC=CC=C1.[Fe+2] (1,1′-bis(diphenylphosphino)ferrocene), C(C)(=O)[O-].[Pd+2].C(C)(=O)[O-] (palladium(II) acetate). Conditions: temperature 80 celsius, time 16 hour. Product: C(C)(C)OC1=CN=CC(=N1)C=1C=C2C(=NNC2=CC1)C1=CN=CC(=N1)N1CCC(CC1)N (1-(6-(5-(6-isopropoxypyrazin-2-yl)-1H-indazol-3-yl)pyrazin-2-yl)piperidin-4-amine). As a reaction SMILES: C(=O)([O-])[O-].[Cs+].[Cs+].[CH:7]([O:10][C:11]1[CH:16]=[N:15][CH:14]=[C:13](B2OC(C)(C)C(C)(C)O2)[N:12]=1)([CH3:9])[CH3:8].Br[C:27]1[CH:28]=[C:29]2[C:33](=[CH:34][CH:35]=1)[N:32](C1CCCCO1)[N:31]=[C:30]2[C:42]1[N:47]=[C:46]([N:48]2[CH2:53][CH2:52][CH:51]([NH:54]C(=O)OC(C)(C)C)[CH2:50][CH2:49]2)[CH:45]=[N:44][CH:43]=1>[Cu]I.C1(P(C2C=CC=CC=2)[C-]2C=CC=C2)C=CC=CC=1.[C-]1(P(C2C=CC=CC=2)C2C=CC=CC=2)C=CC=C1.[Fe+2].C([O-])(=O)C.[Pd+2].C([O-])(=O)C>[CH:7]([O:10][C:11]1[N:12]=[C:13]([C:27]2[CH:28]=[C:29]3[C:33](=[CH:34][CH:35]=2)[NH:32][N:31]=[C:30]3[C:42]2[N:47]=[C:46]([N:48]3[CH2:49][CH2:50][CH:51]([NH2:54])[CH2:52][CH2:53]3)[CH:45]=[N:44][CH:43]=2)[CH:14]=[N:15][CH:16]=1)([CH3:8])[CH3:9] |f:0.1.2,6.7.8,9.10.11|. Procedure details: A mixture of CuI (Aldrich, 26.6 mg, 0.27 mmol), cesium carbonate (Aldrich, 351 mg, 1.08 mmol), 1,1′-bis(diphenylphosphino)ferrocene (14.9 mg, 0.03 mmol), palladium(II) acetate (Strem Chemicals, 3.0 mg, 0.01 mmol), 2-isopropoxy-6-(4,4,5,5-tetramethyl-1,3,2-dioxaborolan-2-yl)pyrazine (Combi-Phos, 142 mg, 0.54 mmol), and tert-butyl 1-(6-(5-bromo-1-(tetrahydro-2H-pyran-2-yl)-1H-indazol-3-yl)pyrazin-2-yl)piperidin-4-ylcarbamate (compound 1e, 150 mg, 0.27 mmol) in a 5 mL conical microwave vial was sea... The reactants are CN1C2=C(OC3=C1C=CC=C3)C=NN2 (9-methylpyrazolo[4,3-b][1,4]benzoxazine), C1(OCCO1)=O (ethylene carbonate). Reaction conditions: time 20 minute. The product is OCCC1=NNC2=C1OC1=C(N2C)C=CC=C1 (2-Hydroxyethyl-9-methylpyrazolo[4,3-b][1,4]benzoxazine). As a reaction SMILES: [CH3:1][N:2]1[C:7]2[CH:8]=[CH:9][CH:10]=[CH:11][C:6]=2[O:5][C:4]2[CH:12]=[N:13][NH:14][C:3]1=2.C1(=O)O[CH2:18][CH2:17][O:16]1>>[OH:16][CH2:17][CH2:18][C:12]1[C:4]2[O:5][C:6]3[CH:11]=[CH:10][CH:9]=[CH:8][C:7]=3[N:2]([CH3:1])[C:3]=2[NH:14][N:13]=1. Procedure details: A mixture of 9.36 g (50 mmols) of 9-methylpyrazolo[4,3-b][1,4]benzoxazine and 13.2 g (150 mmols) of ethylene carbonate is stirred at 180°-200° C. for 10 minutes and at 200°-220° C. for 20 minutes and the mixture is separated by chromatography on silica gel with ethyl acetate. Reactants: C1(=CC=C(C=C1)S(=O)(=O)C[N+]#[C-])C (p-tolylsulfonylmethylisocyanide), [H-].[Na+] (sodium hydride), C(C)OCC (ethyl ether), C(=C/C(F)(F)F)\C#N (4,4,4-trifluorocrotonitrile), CCOCC (ether). The solvent is CS(=O)C (dimethyl sulfoxide). Run at time 20 minute. Yields the product FC(C=1C(=CNC1)C#N)(F)F (4-(trifluoromethyl)pyrrole-3-carbonitrile). RXN SMILES: C1(C)C=CC(S([CH2:10][N+:11]#[C-])(=O)=O)=CC=1.[H-].[Na+].[CH:16](/[C:22]#[N:23])=[CH:17]\[C:18]([F:21])([F:20])[F:19].[CH2:24](OCC)C>CS(C)=O>[F:19][C:18]([F:21])([F:20])[C:17]1[C:16]([C:10]#[N:11])=[CH:22][NH:23][CH:24]=1 |f:1.2|. Reported procedure: A mixture of p-tolylsulfonylmethylisocyanide (0.72 g, 3.2 mmol) and sodium hydride (0.09 g, 3.8 mmol) in anhydrous ethyl ether is treated dropwise with a solution of 4,4,4-trifluorocrotonitrile (0.38 g, 3.2 mmol) in ether and dimethyl sulfoxide over a 35 minute period, stirred at room temperature for 20 minutes and quenched with water. The phases are separated and the aqueous phase is extracted with ether. The organic phases are combined, washed with brine, dried over MgSO4 and concentrated in v... Starting materials: ClCCl, CCCCN(CCO)C(=O)OCC, O=S(Cl)Cl. The product is CCCCN(CCCl)C(=O)OCC. As a reaction SMILES: [CH2:18]([Cl:19])[Cl:20].[OH:1][CH2:2][CH2:3][N:4]([C:5]([O:6][CH2:7][CH3:8])=[O:9])[CH2:10][CH2:11][CH2:12][CH3:13].[S:14]([Cl:15])([Cl:16])=[O:17]>>[CH2:2]([CH2:3][N:4]([C:5]([O:6][CH2:7][CH3:8])=[O:9])[CH2:10][CH2:11][CH2:12][CH3:13])[Cl:16]. Isolated yield 87.5%. Reported procedure: 2-(4-Nitrophenyl)-5-nitrobenzoxazole (30 g, 0.105 mol), ethoxyethanol (300 mL) and 10 percent Pd/C (300 mg) were placed in a 600 mL Parr Reactor. The reactor was heated to 70° C. at 50 psi hydrogen (340 kPa) for 3 hours, then 90° C. at 150 psi hydrogen (1033 kPa) for an additional 16 hours. After the hydrogen was vented off, the solution was filtered hot under nitrogen. A portion of the solvent (100 mL) was removed from the solution and deionized water (100 mL) was added thereto, causing product... As a reaction SMILES: [N+:1]([C:4]1[CH:9]=[CH:8][C:7]([C:10]2[O:11][C:12]3[CH:18]=[CH:17][C:16]([N+:19]([O-])=O)=[CH:15][C:13]=3[N:14]=2)=[CH:6][CH:5]=1)([O-])=O.[H][H]>[Pd].C(OC(O)C)C>[NH2:1][C:4]1[CH:5]=[CH:6][C:7]([C:10]2[O:11][C:12]3[CH:18]=[CH:17][C:16]([NH2:19])=[CH:15][C:13]=3[N:14]=2)=[CH:8][CH:9]=1. Run in C(C)OC(C)O (ethoxyethanol). The reagents and catalysts are [Pd] (Pd/C). Reactants: [N+](=O)([O-])C1=CC=C(C=C1)C=1OC2=C(N1)C=C(C=C2)[N+](=O)[O-] (2-(4-Nitrophenyl)-5-nitrobenzoxazole), [H][H] (hydrogen), [H][H] (hydrogen), [H][H] (hydrogen). The product is NC1=CC=C(C=C1)C=1OC2=C(N1)C=C(C=C2)N (2-(-4-aminophenyl)-5-aminobenzoxazole).